From a dataset of the Open Reaction Database (ORD), a public repository of structured organic reaction records. describe an organic reaction: reactants, conditions, products, and yield Reactants: NC(C(=O)O)=CC1=CC=CC=C1 (aminocinnamic acid), S(N)(O)(=O)=O (sulfamic acid), F[B-](F)(F)F.[H+] (fluoroboric acid), [OH-].[Na+] (NaOH), N(=O)[O-].[Na+] (NaNO2), starch iodide. The reagents and catalysts are [CH-]1C=CC=C1.[CH-]1C=CC=C1.[Fe+2] (ferrocene). The solvent is O (water), CC(=O)C (acetone), O (water). Conditions: time 1 hour. The product is C1=CC=CC=2C3=CC=CC=C3C(=CC12)C(=O)O (phenanthrene-9-carboxylic acid). As a reaction SMILES: N[C:2](=[CH:6][C:7]1[CH:12]=[CH:11][CH:10]=[CH:9][CH:8]=1)[C:3]([OH:5])=[O:4].[OH-].[Na+].N([O-])=O.[Na+].F[B-](F)(F)F.[H+].S(=O)(=O)(O)N>O.CC(C)=O.[CH-]1C=CC=C1.[CH-]1C=CC=C1.[Fe+2]>[CH:12]1[C:7]2[CH:6]=[C:2]([C:3]([OH:5])=[O:4])[C:12]3[C:7](=[CH:8][CH:9]=[CH:10][CH:11]=3)[C:8]=2[CH:9]=[CH:10][CH:11]=1 |f:1.2,3.4,5.6,10.11.12|. Procedure: A solution composed of the aminocinnamic acid (3 mmol), NaOH (33 mmol) and NaNO2 in water (10 mL) was added dropwise over 30 min with stirring to 48% fluoroboric acid (43 mmol) at 0-5° C. The mixture was stirred for 1 h, after which sulfamic acid was added until the mixture tested negative to starch-iodide paper. The crude solid was collected by filtration, dissolved in anhydrous acetone (10 mL) and then added dropwise with stirring over a 15 min period to ferrocene (0.056 g, 0.3 mmol) in aceton... The reactants are C(C1=CC=CC=C1)N1CC2(CCC1)OC1=CC=C(C=C1C(C2)=O)/C=C/C(=O)O ((±)-(E)-3-[1′-Benzyl-4-oxo-spiro(chromane-2,3′-piperidine)-6-yl]-acrylic acid), NOC1OCCCC1 (NH2OTHP). Yields the product C(C1=CC=CC=C1)N1CC2(CCC1)OC1=CC=C(C=C1C(C2)=O)/C=C/C(=O)NOC2OCCCC2 ((E)-3-[1′-benzyl-4-oxo-spiro(chromane-2,3′-piperidine)-6-yl]-N-(tetrahydro-pyran-2-yloxy)-acrylamide). As a reaction SMILES: [CH2:1]([N:8]1[CH2:13][CH2:12][CH2:11][C:10]2([CH2:22][C:21](=[O:23])[C:20]3[C:15](=[CH:16][CH:17]=[C:18](/[CH:24]=[CH:25]/[C:26](O)=[O:27])[CH:19]=3)[O:14]2)[CH2:9]1)[C:2]1[CH:7]=[CH:6][CH:5]=[CH:4][CH:3]=1.[NH2:29][O:30][CH:31]1[CH2:36][CH2:35][CH2:34][CH2:33][O:32]1>>[CH2:1]([N:8]1[CH2:13][CH2:12][CH2:11][C:10]2([CH2:22][C:21](=[O:23])[C:20]3[C:15](=[CH:16][CH:17]=[C:18](/[CH:24]=[CH:25]/[C:26]([NH:29][O:30][CH:31]4[CH2:36][CH2:35][CH2:34][CH2:33][O:32]4)=[O:27])[CH:19]=3)[O:14]2)[CH2:9]1)[C:2]1[CH:3]=[CH:4][CH:5]=[CH:6][CH:7]=1. Reported procedure: (±)-(E)-3-[1′-Benzyl-4-oxo-spiro(chromane-2,3′-piperidine)-6-yl]-acrylic acid (250 mg, 0.604 mmol) was reacted with NH2OTHP following the procedure described in Example 12, Step C, giving (E)-3-[1′-benzyl-4-oxo-spiro(chromane-2,3′-piperidine)-6-yl]-N-(tetrahydro-pyran-2-yloxy)-acrylamide (270 mg) as a light yellow solid. Reactants: [OH-].[Na+] (sodium hydroxide), C(C=C(C)C)C1=CC=C(C=C1)C(C(=O)OCC)C (ethyl α-(p-prenylphenyl)propionate), O (water). The solvent is C(C)O (ethanol). Reaction conditions: time 8 hour. Product: C(C=C(C)C)C1=CC=C(C=C1)C(C(=O)O)C (α-(p-prenylphenyl)propionic acid). Yield: 89.5%. Reaction SMILES: [CH2:1]([C:6]1[CH:11]=[CH:10][C:9]([CH:12]([CH3:18])[C:13]([O:15]CC)=[O:14])=[CH:8][CH:7]=1)[CH:2]=[C:3]([CH3:5])[CH3:4].[OH-].[Na+].O>C(O)C>[CH2:1]([C:6]1[CH:7]=[CH:8][C:9]([CH:12]([CH3:18])[C:13]([OH:15])=[O:14])=[CH:10][CH:11]=1)[CH:2]=[C:3]([CH3:5])[CH3:4] |f:1.2|. Procedure: 24.6 g of ethyl α-(p-prenylphenyl)propionate was dissolved in 250 ml of ethanol, and a solution composed of 6.0 g of sodium hydroxide and 10 ml of water was added. The mixture was stirred overnight at room temperature, and concentrated. Water was added, and the mixtue was washed with diethyl ether. The resulting aqueous layer was acidified with 1 N hydrochloric acid, and extracted with diethyl ether. The extract was washed with an aqueous solution of sodium chloride, dried, concentrated and dist... Reactants: BrC1=CC=C(C=C1)NS(=O)(=O)C (N-(4-bromophenyl)methanesulfonamide), C([O-])([O-])=O.[K+].[K+] (potassium carbonate), CI (methyl iodide). Run in CN(C)C=O (DMF), CCOC(=O)C (EtOAc). The product is BrC1=CC=C(C=C1)N(S(=O)(=O)C)C (N-(4-bromophenyl)-N-methylmethanesulfonamide). RXN SMILES: [Br:1][C:2]1[CH:7]=[CH:6][C:5]([NH:8][S:9]([CH3:12])(=[O:11])=[O:10])=[CH:4][CH:3]=1.[C:13](=O)([O-])[O-].[K+].[K+].CI>CN(C=O)C.CCOC(C)=O>[Br:1][C:2]1[CH:3]=[CH:4][C:5]([N:8]([CH3:13])[S:9]([CH3:12])(=[O:11])=[O:10])=[CH:6][CH:7]=1 |f:1.2.3|. Reported procedure: A solution of N-(4-bromophenyl)methanesulfonamide (200 mg, 0.80 mmol), potassium carbonate (2 eq) and methyl iodide (2 eq) in DMF (2 mL) was heated at 60° C. for 18 h. After cooling to rt the mixture was diluted with EtOAc and washed with water. The organic phase was collected, dried (MgSO4) and concentrated in vacuo to give N-(4-bromophenyl)-N-methylmethanesulfonamide. Starting materials: COC(C1=CC=C(C=C1)CN1C(C2=CC=C(C=C2C(=C1C(C)=O)C1=CC=CC=C1)Cl)=O)=O (4-[(3-acetyl-6-chloro-1-oxo-4-phenyl-1H-isoquinolin-2-yl)methyl]benzoic acid methyl ester), CO (methanol), [OH-].[Na+] (sodium hydroxide). The solvent is C1CCOC1 (THF). Conditions: time 12 hour. The product is C(C)(=O)C=1N(C(C2=CC=C(C=C2C1C1=CC=CC=C1)Cl)=O)CC1=CC=C(C(=O)O)C=C1 (4-[(3-acetyl-6-chloro-1-oxo-4-phenyl-1H-isoquinolin-2-yl)methyl]benzoic acid). The yield is 82.6%. Reaction SMILES: C[O:2][C:3](=[O:32])[C:4]1[CH:9]=[CH:8][C:7]([CH2:10][N:11]2[C:20]([C:21](=[O:23])[CH3:22])=[C:19]([C:24]3[CH:29]=[CH:28][CH:27]=[CH:26][CH:25]=3)[C:18]3[C:13](=[CH:14][CH:15]=[C:16]([Cl:30])[CH:17]=3)[C:12]2=[O:31])=[CH:6][CH:5]=1.CO.[OH-].[Na+]>C1COCC1>[C:21]([C:20]1[N:11]([CH2:10][C:7]2[CH:6]=[CH:5][C:4]([C:3]([OH:32])=[O:2])=[CH:9][CH:8]=2)[C:12](=[O:31])[C:13]2[C:18]([C:19]=1[C:24]1[CH:25]=[CH:26][CH:27]=[CH:28][CH:29]=1)=[CH:17][C:16]([Cl:30])=[CH:15][CH:14]=2)(=[O:23])[CH3:22] |f:2.3|. Reported procedure: To a solution of 4-[(3-acetyl-6-chloro-1-oxo-4-phenyl-1H-isoquinolin-2-yl)methyl]benzoic acid methyl ester (1.5 g) in THF (15 ml) were added methanol (15 ml) and 8N-aqueous sodium hydroxide solution (0.8 ml) at room temperature, and the mixture was stirred for 12 hrs. The reaction mixture was concentrated under reduced pressure, water and 10% hydrochloric acid were added to the residue. The aqueous layer was acidified and extracted with ethyl acetate. The organic layer was washed with water and ... Starting materials: CO, COC(=O)c1ccc([N+](=O)[O-])c(OC)c1. The product is COC(=O)c1ccc(N)c(OC)c1. As a reaction SMILES: [CH3:16][OH:17].[CH3:1][O:2][c:3]1[cH:4][c:5]([C:6](=[O:7])[O:8][CH3:9])[cH:10][cH:11][c:12]1[N+:13]([O-:14])=[O:15]>>[CH3:1][O:2][c:3]1[cH:4][c:5]([C:6](=[O:7])[O:8][CH3:9])[cH:10][cH:11][c:12]1[NH2:13]. The reactants are C1(C=CCCC1)CC[Si](O[SiH](C)C)(C)C ((2-cyclohexenyl)ethyl-1,1,3,3-tetramethyldisiloxane), C1(=CC=CC=C1)C (toluene), C=CC1CCC=CC1 (4-vinylcyclohexene-1), H2PtCl6, C[SiH](O[SiH](C)C)C (1,1,3,3-tetramethyldisiloxane). The solvent is C(C)(C)(CC)O (t-amyl alcohol), C(C)C(=O)C (methyl ethyl ketone). Yields the product C1(C=CCCC1)CC[Si](O[Si](C)(C)CCC1C=CCCC1)(C)C (1,3-bis-((2-cyclohexenyl)-ethyl)-1,1,3,3-tetramethyldisiloxane). RXN SMILES: C1(C)C=CC=CC=1.[CH2:8]=[CH:9][CH:10]1[CH2:15][CH:14]=[CH:13][CH2:12][CH2:11]1.C[SiH](C)O[SiH](C)C.[CH:23]1([CH2:29][CH2:30][Si:31]([CH3:37])([CH3:36])[O:32][SiH:33]([CH3:35])[CH3:34])[CH2:28][CH2:27][CH2:26][CH:25]=[CH:24]1>C(O)(CC)(C)C.C(C(C)=O)C>[CH:10]1([CH2:9][CH2:8][Si:33]([CH3:34])([CH3:35])[O:32][Si:31]([CH2:30][CH2:29][CH:23]2[CH2:28][CH2:27][CH2:26][CH:25]=[CH:24]2)([CH3:37])[CH3:36])[CH2:11][CH2:12][CH2:13][CH:14]=[CH:15]1. Procedure: To a 20 ml toluene solution of 51.93 g (0.48 mole) of 4-vinylcyclohexene-1 and 0.37 g of 5% H2PtCl6 in t-amyl alcohol is added 33.6 (0.23 mole, 90% purity) of 1,1,3,3-tetramethyldisiloxane at 45° C. to 50° C. for 1 hour and 30 minutes. The reaction is complete after maintaining the reaction at 55° C. for 5 hours. To this mixture is added 250 ml methyl ethyl ketone. After washing successively with four 100 ml portions of H2O, 78 g (>95% purity by GC) of 1,3-bis-((2-cyclohexenyl)-ethyl)-1,1,3,3-te... Reactants: Oc1ccc(Br)c(Br)c1Br, O=C(Cl)c1ccccc1CCl, [Na+], [O-]c1ccccc1, [OH-]. Product: O=C(Oc1ccc(Br)c(Br)c1Br)c1ccccc1CCl. As a reaction SMILES: [Br:1][c:2]1[c:3]([Br:10])[c:4]([Br:9])[c:5]([OH:8])[cH:6][cH:7]1.[Cl:11][CH2:12][c:13]1[c:14]([C:15](=[O:16])[Cl:17])[cH:18][cH:19][cH:20][cH:21]1.[Na+:30].[O-:22][c:23]1[cH:24][cH:25][cH:26][cH:27][cH:28]1.[OH-:29]>>[Br:1][c:2]1[c:3]([Br:10])[c:4]([Br:9])[c:5]([O:8][C:15]([c:14]2[c:13]([CH2:12][Cl:11])[cH:21][cH:20][cH:19][cH:18]2)=[O:16])[cH:6][cH:7]1. The reactants are BrC=1C(=NC(=CC1C)CBr)C (3-bromo-6-(bromomethyl)-2,4-dimethylpyridine), CCCC[N+](CCCC)(CCCC)CCCC.[F-] (TBAF). Conditions: time 2 hour. The product is BrC=1C(=NC(=CC1C)CF)C (3-bromo-6-(fluoromethyl)-2,4-dimethylpyridine). As a reaction SMILES: [Br:1][C:2]1[C:3]([CH3:11])=[N:4][C:5]([CH2:9]Br)=[CH:6][C:7]=1[CH3:8].CCCC[N+](CCCC)(CCCC)CCCC.[F-:29]>>[Br:1][C:2]1[C:3]([CH3:11])=[N:4][C:5]([CH2:9][F:29])=[CH:6][C:7]=1[CH3:8] |f:1.2|. Reported procedure: A mixture of 3-bromo-6-(bromomethyl)-2,4-dimethylpyridine obtained in Preparation Example 30(1) (2.00 g) and TBAF (35.8 mL, 1 M solution in THF) was stirred at room temperature for two hours. The reaction mixture was concentrated under reduced pressure, and the residue was purified by silica gel column chromatography (ethyl acetate/n-heptane, 0% to 50%) to give the title compound (572 mg). 1H-NMR (400 MHz, CDCl3) δ (ppm): 2.44 (s, 3H), 2.67 (s, 3H), 5.28-5.47 (m, 2H), 7.14-7.19 (m, 1H). Starting materials: IC1=CC=C(C=C1)C(C)C (4-iodoisopropylbenzene), C(C)(C)C1=CC=C(C=C1)C#C (4-isopropylphenylacetylene). Reagents/catalysts: Cl[Pd]([P](C1=CC=CC=C1)(C2=CC=CC=C2)C3=CC=CC=C3)([P](C4=CC=CC=C4)(C5=CC=CC=C5)C6=CC=CC=C6)Cl (dichlorobis(triphenylphosphine)palladium(II)), [Cu]I (copper(I) iodide). Run in C(C)N(CC)CC (triethylamine), hexanes. Run at time 2 day. Yields the product CC(C)C1=CC=C(C=C1)C#CC1=CC=C(C=C1)C(C)C (1,2-bis(4-(2-propyl)phenyl)acetylene). Yield: 87.0%. RXN SMILES: [CH:1]([C:4]1[CH:9]=[CH:8][C:7]([C:10]#[CH:11])=[CH:6][CH:5]=1)([CH3:3])[CH3:2].I[C:13]1[CH:18]=[CH:17][C:16]([CH:19]([CH3:21])[CH3:20])=[CH:15][CH:14]=1>C(N(CC)CC)C.Cl[Pd](Cl)([P](C1C=CC=CC=1)(C1C=CC=CC=1)C1C=CC=CC=1)[P](C1C=CC=CC=1)(C1C=CC=CC=1)C1C=CC=CC=1.[Cu]I>[CH3:2][CH:1]([C:4]1[CH:5]=[CH:6][C:7]([C:10]#[C:11][C:13]2[CH:18]=[CH:17][C:16]([CH:19]([CH3:21])[CH3:20])=[CH:15][CH:14]=2)=[CH:8][CH:9]=1)[CH3:3] |^1:31,50|. Procedure details: The crude 4-isopropylphenylacetylene was dissolved in triethylamine (100 mL). 4-iodoisopropylbenzene (12.3 g, 50 mmol), dichlorobis(triphenylphosphine)palladium(II) (0.70 g, 1 mmol), and copper(I) iodide (1.5 g) were added. The reaction was stirred at room temperature for 2 days, heated to reflux for 1 hour, cooled, diluted with hexanes, and filtered. The filtrate was evaporated under reduced pressure. The residue was filtered through a pad of silica gel with hexanes, and the solvent was evapora...